Dataset: the Open Reaction Database (ORD), a public repository of structured organic reaction records. Task: describe an organic reaction: reactants, conditions, products, and yield The reactants are COC(=O)C1(CC2=CC=CC=C2C1)NC(C1=CC(=C(C=C1)OC)OCC(F)(F)C1=CC(=CC=C1)Cl)=O (2-{3-[2-(3-Chloro-phenyl)-2,2-difluoro-ethoxy]-4-methoxy-benzoylamino}-indane-2-carboxylic acid methyl ester), [OH-].[Li+] (lithium hydroxide), Cl (hydrochloric acid). Run in mixture, C1CCOC1 (THF), O (water). Conditions: time 3 day. Product: ClC=1C=C(C=CC1)C(COC=1C=C(C(=O)NC2(CC3=CC=CC=C3C2)C(=O)O)C=CC1OC)(F)F (2-{3-[2-(3-Chloro-phenyl)-2,2-difluoro-ethoxy]-4-methoxy-benzoylamino}-indane-2-carboxylic acid). Yield: 41.1%. Reaction SMILES: C[O:2][C:3]([C:5]1([NH:14][C:15](=[O:36])[C:16]2[CH:21]=[CH:20][C:19]([O:22][CH3:23])=[C:18]([O:24][CH2:25][C:26]([C:29]3[CH:34]=[CH:33][CH:32]=[C:31]([Cl:35])[CH:30]=3)([F:28])[F:27])[CH:17]=2)[CH2:13][C:12]2[C:7](=[CH:8][CH:9]=[CH:10][CH:11]=2)[CH2:6]1)=[O:4].[OH-].[Li+].Cl>C1COCC1.O>[Cl:35][C:31]1[CH:30]=[C:29]([C:26]([F:27])([F:28])[CH2:25][O:24][C:18]2[CH:17]=[C:16]([CH:21]=[CH:20][C:19]=2[O:22][CH3:23])[C:15]([NH:14][C:5]2([C:3]([OH:4])=[O:2])[CH2:6][C:7]3[C:12](=[CH:11][CH:10]=[CH:9][CH:8]=3)[CH2:13]2)=[O:36])[CH:34]=[CH:33][CH:32]=1 |f:1.2|. Procedure details: 20 mg of the compound of step 3 were dissolved in 5 ml of a mixture of THF and water (9:1), and 1.9 mg (77.5 μmol) of lithium hydroxide were added. After stirring at room temperature for 3 d, the mixture was acidified with 1 M hydrochloric acid and evaporated. The residue was purified by silica gel chromatography (DCM/methanol 95:5) and RP HPLC (water/ACN gradient) to give 8 mg of the title compound. Solvent: C1=CC=CC=C1 (benzene). As a reaction SMILES: [CH3:1][O:2][C:3]1[C:4]([F:14])=[C:5]([CH:9]=[C:10]([F:13])[C:11]=1[F:12])[C:6](O)=[O:7].S(Cl)([Cl:17])=O>C1C=CC=CC=1>[CH3:1][O:2][C:3]1[C:4]([F:14])=[C:5]([CH:9]=[C:10]([F:13])[C:11]=1[F:12])[C:6]([Cl:17])=[O:7]. The reactants are COC=1C(=C(C(=O)O)C=C(C1F)F)F (3-methoxy-2,4,5-trifluorobenzoic acid), S(=O)(Cl)Cl (thionyl chloride). Yields the product COC=1C(=C(C(=O)Cl)C=C(C1F)F)F (3-methoxy-2,4,5-trifluorobenzoyl chloride). Procedure: To a solution of 1.14 g (0.0055 mole) of 3-methoxy-2,4,5-trifluorobenzoic acid (XXVI) (prepared as described in Preparation 1 or 2) in 10 ml of dry benzene was added 5 ml of thionyl chloride and the mixture was heated under reflux for 1 hour. At the end of this time, benzene and the excess of thionyl chloride were removed completely to give 3-methoxy-2,4,5-trifluorobenzoyl chloride (XXVII) [Step (E7)]. The reactants are COC(=O)CBr, O=C([O-])[O-], Nc1c(F)cc(Br)cc1OCc1ccccc1, [K+], [K+], CN(C)C=O. The product is COC(=O)CNc1c(F)cc(Br)cc1OCc1ccccc1. Reaction SMILES: [Br:24][CH2:25][C:26](=[O:27])[O:28][CH3:29].[C:18](=[O:19])([O-:20])[O-:21].[CH2:1]([c:2]1[cH:3][cH:4][cH:5][cH:6][cH:7]1)[O:8][c:9]1[c:10]([NH2:11])[c:12]([F:17])[cH:13][c:14]([Br:16])[cH:15]1.[K+:22].[K+:23].[O:30]=[CH:31][N:32]([CH3:33])[CH3:34]>>[CH2:1]([c:2]1[cH:3][cH:4][cH:5][cH:6][cH:7]1)[O:8][c:9]1[c:10]([NH:11][CH2:25][C:26](=[O:27])[O:28][CH3:29])[c:12]([F:17])[cH:13][c:14]([Br:16])[cH:15]1. Starting materials: I[Si](C)(C)C (Iodotrimethylsilane), ClC1=CC=CC=2[C@H]3CN(C[C@]3(CC(C21)=O)C)C(=O)OCC (cis-Ethyl 6-chloro-3a-methyl-5-oxo-3,3a,4,5-tetrahydro-1H-benzo[e]isoindole-2(9bH)-carboxylate), Cl (HCl). Solvent: ClCCl (dichloromethane), CO (MeOH). Reaction conditions: temperature 100 celsius, time 20 minute. Yields the product Cl.ClC1=CC=CC=2[C@H]3CNC[C@]3(CC(C21)=O)C (cis-6-chloro-3a-methyl-2,3,3a,4-tetrahydro-1H-benzo[e]isoindol-5(9bH)-one hydrochloride). The yield is 10.9%. Reaction SMILES: [Cl:1][C:2]1[C:14]2[C:13](=[O:15])[CH2:12][C@@:11]3([CH3:16])[C@H:7]([CH2:8][N:9](C(OCC)=O)[CH2:10]3)[C:6]=2[CH:5]=[CH:4][CH:3]=1.I[Si](C)(C)C.Cl>ClCCl.CO>[ClH:1].[Cl:1][C:2]1[C:14]2[C:13](=[O:15])[CH2:12][C@@:11]3([CH3:16])[C@H:7]([CH2:8][NH:9][CH2:10]3)[C:6]=2[CH:5]=[CH:4][CH:3]=1 |f:5.6|. Reported procedure: cis-Ethyl 6-chloro-3a-methyl-5-oxo-3,3a,4,5-tetrahydro-1H-benzo[e]isoindole-2(9bH)-carboxylate (0.162 mmol, 50 mg) was dissolved in dichloromethane (1 ml). Iodotrimethylsilane (0.487 mmol, 0.070 ml, 98 mg) was added and the reaction mixture was heated to 100° C. for 30 minutes in the microwave. 2 N HCl in MeOH (2 ml) was added to the reaction mixture was stirred at rt for 20 minutes. The reaction mixture was then concentrated in vacuo and the residue was dissolved in 2 N HCl and washed with ethe... Starting materials: FC=1C=CC(=NC1)NCCN1N=CC(=C1)[N+](=O)[O-] (5-fluoro-N-(2-(4-nitro-1H-pyrazol-1-yl)ethyl)pyridin-2-amine). Reagents/catalysts: O=[Pt]=O (PtO2). Run in CCO (EtOH), CCOC(=O)C (EtOAc), CCO (EtOH). Conditions: time 6 hour. Yields the product NC=1C=NN(C1)CCNC1=NC=C(C=C1)F (N-(2-(4-Amino-1H-pyrazol-1-yl)ethyl)-5-fluoropyridin-2-amine). RXN SMILES: [F:1][C:2]1[CH:3]=[CH:4][C:5]([NH:8][CH2:9][CH2:10][N:11]2[CH:15]=[C:14]([N+:16]([O-])=O)[CH:13]=[N:12]2)=[N:6][CH:7]=1>CCOC(C)=O.CCO.O=[Pt]=O>[NH2:16][C:14]1[CH:13]=[N:12][N:11]([CH2:10][CH2:9][NH:8][C:5]2[CH:4]=[CH:3][C:2]([F:1])=[CH:7][N:6]=2)[CH:15]=1. Procedure details: To a solution of 5-fluoro-N-(2-(4-nitro-1H-pyrazol-1-yl)ethyl)pyridin-2-amine (100 mg, 0.34 mmol) in EtOAc (0.4 mL, degassed) and EtOH (1.2 mL, degassed), PtO2 (12 mg, 0.05 mmol) was added and the reaction mixture was stirred at rt under a H2-atmosphere for 6 h. The mixture was diluted with EtOH, filtered over celite and the filter cake was rinsed with EtOH. The filtrate was concentrated to obtain the title compound as a red oil, which was used in the next step without further purification. LC-M... Reactants: C1(CC1)NC(C(=CC1=CC=C(C=C1)/C=C/C(=O)NCCCC=CC(=O)OC)C1=CC=C(C=C1)F)=O (methyl 6-(3-(E)-(4-(3-(cyclopropylamino)-2-(4-fluorophenyl)-3-oxoprop-1-en-1-yl) phenyl)acrylamido)hexenoate), Cl.NO (Hydroxylamine hydrochloride), [OH-].[K+] (KOH). Run in C(Cl)Cl (DCM), O (water), CO (methanol), CO (methanol). Run at time 30 minute. Product: C1(CC1)NC(/C(=C/C1=CC=C(C=C1)C=CC(=O)NCCCCCC(=O)NO)/C1=CC=C(C=C1)F)=O (6-(3-(1E)-(4-(3-(cyclopropylamino)-2-(4-fluorophenyl)-3-oxoprop-1-en-1-yl)phenyl)acrylamido)-N-hydroxyhexanamide). Isolated yield 31.3%. As a reaction SMILES: Cl.[NH2:2][OH:3].[OH-].[K+].[CH:6]1([NH:9][C:10](=[O:40])[C:11]([C:33]2[CH:38]=[CH:37][C:36]([F:39])=[CH:35][CH:34]=2)=[CH:12][C:13]2[CH:18]=[CH:17][C:16](/[CH:19]=[CH:20]/[C:21]([NH:23][CH2:24][CH2:25][CH2:26][CH:27]=[CH:28][C:29](OC)=[O:30])=[O:22])=[CH:15][CH:14]=2)[CH2:8][CH2:7]1>CO.C(Cl)Cl.O>[CH:6]1([NH:9][C:10](=[O:40])/[C:11](/[C:33]2[CH:38]=[CH:37][C:36]([F:39])=[CH:35][CH:34]=2)=[CH:12]/[C:13]2[CH:14]=[CH:15][C:16]([CH:19]=[CH:20][C:21]([NH:23][CH2:24][CH2:25][CH2:26][CH2:27][CH2:28][C:29]([NH:2][OH:3])=[O:30])=[O:22])=[CH:17][CH:18]=2)[CH2:8][CH2:7]1 |f:0.1,2.3|. Procedure details: Hydroxylamine hydrochloride (0.63 g, 9 mmol) in methanol (3 mL) was mixed with KOH (0.51 g, 12.3 mmol) in methanol (3 mL) at 0° C., and sonicated for. 2 minutes and the white precipitate formed was filtered. The filtrate was added to the methyl 6-(3-(E)-(4-(3-(cyclopropylamino)-2-(4-fluorophenyl)-3-oxoprop-1-en-1-yl) phenyl)acrylamido)hexenoate (0.24 g, 0.5 mmol) in DCM (1.5 mL) and the mixture was stirred at room temperature for 30 minutes. The reaction mixture was diluted with water (200 mL) a... Reactants: CC[SiH](CC)CC, Cc1ccccc1, O, CCOC(=O)N1CCC(O)(c2ccccc2Sc2ccc(C)cc2)CC1, O=C(O)C(F)(F)F. Product: CCOC(=O)N1CCC(c2ccccc2Sc2ccc(C)cc2)CC1. RXN SMILES: [CH2:8]([SiH:9]([CH2:10][CH3:11])[CH2:12][CH3:13])[CH3:14].[CH3:41][c:42]1[cH:43][cH:44][cH:45][cH:46][cH:47]1.[OH2:48].[OH:15][C:16]1([c:27]2[c:28]([S:33][c:34]3[cH:35][cH:36][c:37]([CH3:40])[cH:38][cH:39]3)[cH:29][cH:30][cH:31][cH:32]2)[CH2:17][CH2:18][N:19]([C:22](=[O:23])[O:24][CH2:25][CH3:26])[CH2:20][CH2:21]1.[OH:1][C:2]([C:3]([F:4])([F:5])[F:6])=[O:7]>>[CH:16]1([c:27]2[c:28]([S:33][c:34]3[cH:35][cH:36][c:37]([CH3:40])[cH:38][cH:39]3)[cH:29][cH:30][cH:31][cH:32]2)[CH2:17][CH2:18][N:19]([C:22](=[O:23])[O:24][CH2:25][CH3:26])[CH2:20][CH2:21]1. The reactants are BrCC1=CC=C(C(=O)OC)C=C1 (Methyl 4-(bromomethyl)benzoate), CN([C@H]1CNCC1)C ((R)—N,N-dimethylpyrrolidin-3-amine), C([O-])([O-])=O.[K+].[K+] (potassium carbonate). The solvent is COCCOC (ethyleneglycol dimethylether), C(Cl)Cl (DCM). Product: CN([C@H]1CN(CC1)CC1=CC=C(C(=O)OC)C=C1)C ((R)-Methyl 4-((3-(dimethylamino)pyrrolidin-1-yl)methyl)benzoate). The yield is 98.8%. Reaction SMILES: Br[CH2:2][C:3]1[CH:12]=[CH:11][C:6]([C:7]([O:9][CH3:10])=[O:8])=[CH:5][CH:4]=1.[CH3:13][N:14]([CH3:20])[C@@H:15]1[CH2:19][CH2:18][NH:17][CH2:16]1.C(=O)([O-])[O-].[K+].[K+]>COCCOC.C(Cl)Cl>[CH3:13][N:14]([CH3:20])[C@@H:15]1[CH2:19][CH2:18][N:17]([CH2:2][C:3]2[CH:12]=[CH:11][C:6]([C:7]([O:9][CH3:10])=[O:8])=[CH:5][CH:4]=2)[CH2:16]1 |f:2.3.4|. Procedure details: Methyl 4-(bromomethyl)benzoate 5 (0.5 g, 2.2 mmol), (R)—N,N-dimethylpyrrolidin-3-amine (0.523 g, 4.6 mmol) and potassium carbonate (0.392 g, 2.8 mmol) were stirred at room temperature for 18 h in ethyleneglycol dimethylether (3 mL) then diluted with DCM (20 mL), washed with brine, dried over MgSO4 and concentrated to give title compound 6 (0.57 g, 96% yield). The reactants are CC(=O)C.OS(=O)(=O)O.O=[Cr](=O)=O (Jones' reagent), OC(COCOC)C=1SC(=CN1)S(=O)(=O)N (2-(1-hydroxy-2-(methoxymethoxy)ethyl)-5-thiazole sulfonamide). Run at time 15 minute. Procedure details: Jones' reagent (0.14 mL, 0.39 mmol, 2.67M) was added dropwise to a 0° C. solution of 2-(1-hydroxy-2-(methoxymethoxy)ethyl)-5-thiazole sulfonamide (0.086 g, 0.32 mmol) in acetone (1 mL). The ice bath was removed and the solution stirred for 15 min. The reaction was incomplete an additional 0.07 mL of Jones' reagent was added and the reaction stirred for 15 more minutes. The reaction was quenched with a few drops of isopropanol and the acetone removed in vacuo. The residue was taken up in water an... The product is COCOCC(=O)C=1SC(=CN1)S(=O)(=O)N (2-(2-(methoxymethoxy)ethanoyl)-5-thiazole sulfonamide). Isolated yield 5.6%. Solvent: CC(=O)C (acetone). As a reaction SMILES: CC(C)=O.OS(O)(=O)=O.O=[Cr](=O)=O.[OH:14][CH:15]([C:21]1[S:22][C:23]([S:26]([NH2:29])(=[O:28])=[O:27])=[CH:24][N:25]=1)[CH2:16][O:17][CH2:18][O:19][CH3:20]>CC(C)=O>[CH3:20][O:19][CH2:18][O:17][CH2:16][C:15]([C:21]1[S:22][C:23]([S:26]([NH2:29])(=[O:28])=[O:27])=[CH:24][N:25]=1)=[O:14] |f:0.1.2|. Yields the product COc1cc(C(C)C)c2c(c1)S(=O)(=O)NC2=O. As a reaction SMILES: [CH3:23][C:24](=[O:25])[OH:26].[NH2:1][S:2](=[O:3])(=[O:4])[c:5]1[c:6]([C:7](=[O:8])[N:9]([CH2:10][CH3:11])[CH2:12][CH3:13])[c:14]([CH:20]([CH3:21])[CH3:22])[cH:15][c:16]([O:18][CH3:19])[cH:17]1>>[S:2]1(=[O:3])(=[O:4])[c:5]2[c:6]([c:14]([CH:20]([CH3:21])[CH3:22])[cH:15][c:16]([O:18][CH3:19])[cH:17]2)[C:7](=[O:8])[NH:9]1. Starting materials: CC(=O)O, CCN(CC)C(=O)c1c(C(C)C)cc(OC)cc1S(N)(=O)=O.